This data is from the Open Reaction Database (ORD), a public repository of structured organic reaction records. The task is: describe an organic reaction: reactants, conditions, products, and yield The product is COC(=O)C(NC(=O)c1ccc(-c2ccc(N)cc2)cc1C)C(C)C. Reaction SMILES: [CH3:1][c:2]1[cH:3][c:4](-[c:19]2[cH:20][cH:21][c:22]([N+:25]([O-:26])=[O:27])[cH:23][cH:24]2)[cH:5][cH:6][c:7]1[C:8](=[O:9])[NH:10][CH:11]([CH:12]([CH3:13])[CH3:14])[C:15](=[O:16])[O:17][CH3:18].[CH3:29][CH2:30][OH:31].[ClH:28].[Fe:32]>>[CH3:1][c:2]1[cH:3][c:4](-[c:19]2[cH:20][cH:21][c:22]([NH2:25])[cH:23][cH:24]2)[cH:5][cH:6][c:7]1[C:8](=[O:9])[NH:10][CH:11]([CH:12]([CH3:13])[CH3:14])[C:15](=[O:16])[O:17][CH3:18]. Reactants: COC(=O)C(NC(=O)c1ccc(-c2ccc([N+](=O)[O-])cc2)cc1C)C(C)C, CCO, Cl, [Fe]. Starting materials: C(#N)C=1C(OC2=C3C(=CC=C2C1C1=CC(=CC=C1)[N+](=O)[O-])N(C=C3)C)=N (3-cyano-2-imino-7-methyl-4-(3-nitro-phenyl)-2H-pyrrolo[2,3-h]chromene), [OH-].[Na+] (NaOH). Run in CO (methanol). Product: C(#N)C=1C(OC2=C3C(=CC=C2C1C1=CC(=CC=C1)[N+](=O)[O-])N(C=C3)C)=O (3-Cyano-7-methyl-4-(3-nitro-phenyl)-2-oxo-2H-pyrrolo[2,3-h]chromene). RXN SMILES: [C:1]([C:3]1[C:4](=N)[O:5][C:6]2[C:11]([C:12]=1[C:13]1[CH:18]=[CH:17][CH:16]=[C:15]([N+:19]([O-:21])=[O:20])[CH:14]=1)=[CH:10][CH:9]=[C:8]1[N:22]([CH3:25])[CH:23]=[CH:24][C:7]=21)#[N:2].[OH-:27].[Na+]>CO>[C:1]([C:3]1[C:4](=[O:27])[O:5][C:6]2[C:11]([C:12]=1[C:13]1[CH:18]=[CH:17][CH:16]=[C:15]([N+:19]([O-:21])=[O:20])[CH:14]=1)=[CH:10][CH:9]=[C:8]1[N:22]([CH3:25])[CH:23]=[CH:24][C:7]=21)#[N:2] |f:1.2|. Procedure: A solution of 3-cyano-2-imino-7-methyl-4-(3-nitro-phenyl)-2H-pyrrolo[2,3-h]chromene (31 mg, 0.087 mmol) 10% HCl (3 mL) and methanol (5 mL) was stirred at room temperature for 7 h. The reaction mixture was neutralized with 10% NaOH. The yellow precipitate was collected by vacuum filtration, washed with water, and dried in vacuo (24 mg, 77%). 1H NMR (acetone-d6): 8.58-8.52 (m, 2H), 8.11 (dt, J=7.2, 0.9 Hz, 1H), 8.03 (dt, J=7.8, 0.9 Hz, 1H), 7.53 (d, J=3.3 Hz, 1H), 7.49 (dd, J=0.6, 8.7 Hz, 1H), 7.0... Reactants: C(C1=CC=CC=C1)(=O)O (benzoic acid), C(CC)S (1-propanethiol), P12(=S)SP3(=S)SP(=S)(S1)SP(=S)(S2)S3 (phosphorus pentasulfide). Solvent: C1(=CC=CC=C1)C (toluene). Yields the product C(C1=CC=CC=C1)(=S)SCCC (propyl dithiobenzoate). Yield: 61.8%. As a reaction SMILES: [C:1](O)(=O)[C:2]1[CH:7]=[CH:6][CH:5]=[CH:4][CH:3]=1.[CH2:10]([SH:13])[CH2:11][CH3:12].P12(SP3(SP(SP(S3)(S1)=S)(=S)S2)=S)=[S:15]>C1(C)C=CC=CC=1>[C:1]([S:13][CH2:10][CH2:11][CH3:12])(=[S:15])[C:2]1[CH:7]=[CH:6][CH:5]=[CH:4][CH:3]=1. Procedure details: A mixture of benzoic acid (1.22 g), 1-propanethiol (0.76 g) and phosphorus pentasulfide (4.44 g) in toluene (40 ml) was refluxed for 10 h. A dark red color was developed immediately after heating. After the reaction was complete (as monitored by GC-MS), it was cooled to room temperature and purified by a column chromatography packed with neutral alumina, eluting with benzene. Removal of the solvent by distillation gave the single compound, propyl dithiobenzoate (1.21 g, 62%). It was further char...